From a dataset of the Open Reaction Database (ORD), a public repository of structured organic reaction records. describe an organic reaction: reactants, conditions, products, and yield The reactants are N=C=N (carbodiimide), C1=CN(C=N1)C(=O)N2C=CN=C2 (CDI), C1CCC(CC1)N=C=NC2CCCCC2 (DCC), C=1C=CC2=C(C1)N=NN2O (HOBt), ON1C(CCC1=O)=O (N-hydroxysuccinimide), ClC1=NC=C(C(=O)O)C=C1 (6-Chloronicotinic acid), C1(=CC=CC=C1)OC(=O)Cl (phenylchloroformate), ClC(=O)OC1=CC=C(C=C1)[N+](=O)[O-] (p-nitrophenyl chloroformate), ClC(=O)[O-] (chloroformate), O=S(Cl)Cl (SOCl2), alcohol. Solvent: CN1CCCC1=O (NMP), CN(C)C=O (DMF), ClCCCl (1,2-dichloroethane), C(Cl)Cl (CH2Cl2), C(CCl)Cl (EDC), CO (methanol). Product: COC(C1=CN=C(C=C1)Cl)=O (6-chloronicotinic acid methyl ester). Reaction SMILES: [Cl:1][C:2]1[CH:10]=[CH:9][C:5]([C:6]([OH:8])=[O:7])=[CH:4][N:3]=1.Cl[C:12]([O-])=O.O=S(Cl)Cl.C1(OC(Cl)=O)C=CC=CC=1.ClC(OC1C=CC([N+]([O-])=O)=CC=1)=O.N=C=N.C1N=CN(C(N2C=NC=C2)=O)C=1.C1CCC(N=C=NC2CCCCC2)CC1.C1C=CC2N(O)N=NC=2C=1.ON1C(=O)CCC1=O>CO.CN1C(=O)CCC1.CN(C=O)C.ClCCCl.C(Cl)Cl>[CH3:12][O:7][C:6](=[O:8])[C:5]1[CH:9]=[CH:10][C:2]([Cl:1])=[N:3][CH:4]=1. Reported procedure: 6-Chloronicotinic acid 51 is activated by reacting with a chloroformate activating agent such as SOCl2, phenylchloroformate, or p-nitrophenyl chloroformate, or a carbodiimide activating agent such as CDI, DCC, or EDC in the presence of HOBt and N-hydroxysuccinimide in a polar aprotic solvent such as CH2Cl2, 1,2-dichloroethane, DMF, or NMP, and heating. An alcohol such as methanol is then added to form 6-chloronicotinic acid methyl ester 52. The reactants are CCO, [H][H], [OH-], [OH-], CC1CC(=O)NN=C1c1ccc(NC(=O)CCNCC(O)C(Cc2ccccc2)Oc2ccc(CCOCC3CC3)cc2)cc1, [Pd+2]. Product: CC1CC(=O)NN=C1c1ccc(NC(=O)CCNCC(O)COc2ccc(CCOCC3CC3)cc2)cc1. Reaction SMILES: [CH3:48][CH2:49][OH:50].[H:46][H:47].[OH-:51].[OH-:53].[OH:1][CH:2]([CH2:3][NH:4][CH2:5][CH2:6][C:7](=[O:8])[NH:9][c:10]1[cH:11][cH:12][c:13]([C:16]2=[N:21][NH:20][C:19](=[O:22])[CH2:18][CH:17]2[CH3:23])[cH:14][cH:15]1)[CH:24]([O:25][c:26]1[cH:27][cH:28][c:29]([CH2:32][CH2:33][O:34][CH2:35][CH:36]2[CH2:37][CH2:38]2)[cH:30][cH:31]1)[CH2:39][c:40]1[cH:41][cH:42][cH:43][cH:44][cH:45]1.[Pd+2:52]>>[OH:1][CH:2]([CH2:3][NH:4][CH2:5][CH2:6][C:7](=[O:8])[NH:9][c:10]1[cH:11][cH:12][c:13]([C:16]2=[N:21][NH:20][C:19](=[O:22])[CH2:18][CH:17]2[CH3:23])[cH:14][cH:15]1)[CH2:24][O:25][c:26]1[cH:27][cH:28][c:29]([CH2:32][CH2:33][O:34][CH2:35][CH:36]2[CH2:37][CH2:38]2)[cH:30][cH:31]1. Reactants: BrC1=C(C(=O)O)C=CC(=C1)C (2-bromo-4-methylbenzoic acid), S(=O)(Cl)Cl (thionyl chloride), CO (MeOH). Product: BrC1=C(C(=O)OC)C=CC(=C1)C (methyl 2-bromo-4-methylbenzoate). Isolated yield 97.0%. Reaction SMILES: [Br:1][C:2]1[CH:10]=[C:9]([CH3:11])[CH:8]=[CH:7][C:3]=1[C:4]([OH:6])=[O:5].S(Cl)(Cl)=O.[CH3:16]O>>[Br:1][C:2]1[CH:10]=[C:9]([CH3:11])[CH:8]=[CH:7][C:3]=1[C:4]([O:6][CH3:16])=[O:5]. Reported procedure: To a solution of 2-bromo-4-methylbenzoic acid (21.5 g, 100 mmol) in MeOH (250 mL) was added thionyl chloride (10.9 mL, 150 mmol) dropwise and then the reaction mixture was refluxed for 4 h. MeOH was distilled out and water was added. It was extracted with EA and the organic layer was washed with saturated sodium bicarbonate solution, brine, dried over Na2SO4, filtered and concentrated under reduced pressure. The residue was purified by column chromatography over silica gel eluted with PE-EA (20:...